From a dataset of the Open Reaction Database (ORD), a public repository of structured organic reaction records. describe an organic reaction: reactants, conditions, products, and yield The reactants are ClC(=O)OC (methyl chloroformate), C(CCC)C=1C=NC(=NC1)C1=CC=C(C=C1)NC([S-])=S.C(C)[NH+](CC)CC (triethylammonium p-(5-butyl-2-pyrimidinyl)-phenyldithiocarbamate), ice. The solvent is C(C)N(CC)CC (triethylamine), C(Cl)(Cl)Cl (chloroform). The product is C(CCC)C=1C=NC(=NC1)C1=CC=C(C=C1)N=C=S (p-(5-butyl-2-pyrimidinyl)phenyl isothiocyanate). Isolated yield 81.0%. RXN SMILES: [CH2:1]([C:5]1[CH:6]=[N:7][C:8]([C:11]2[CH:16]=[CH:15][C:14]([NH:17][C:18](=S)[S-:19])=[CH:13][CH:12]=2)=[N:9][CH:10]=1)[CH2:2][CH2:3][CH3:4].C([NH+](CC)CC)C.ClC(OC)=O>C(Cl)(Cl)Cl.C(N(CC)CC)C>[CH2:1]([C:5]1[CH:10]=[N:9][C:8]([C:11]2[CH:16]=[CH:15][C:14]([N:17]=[C:18]=[S:19])=[CH:13][CH:12]=2)=[N:7][CH:6]=1)[CH2:2][CH2:3][CH3:4] |f:0.1|. Reported procedure: 6.77 g of triethylammonium p-(5-butyl-2-pyrimidinyl)-phenyldithiocarbamate were largely dissolved in 60 ml of chloroform and 2.5 ml of triethylamine. The mixture was subsequently treated dropwise with 2.00 ml of methyl chloroformate within 5 minutes while stirring and cooling with an ice bath The ice bath was removed after 10 minutes. After a further 60 minutes the yellowish solution was washed once with 20 ml of 0.5 N hydrochloric acid and three times with 20 ml of water each time, dried over s... Starting materials: [H][H] (hydrogen), O (water), [H][H] (hydrogen), C(C1=CC=CC=C1)OC=1C(=CC(=C(OCCCOC=2C(=C(C=CC2)NC(CC(C(=O)O)(C)C)=O)CCC)C1)CC)C1=CC=C(C=C1)F (4-[[3-[3-[5-benzyloxy-2-ethyl-4-(4-fluorophenyl)phenoxy]propoxy]-2-propyl-phenyl]amino]-2,2-dimethyl-4-oxo-butanoic acid), [H][H] (hydrogen). Reagents/catalysts: [Pd] (palladium on charcoal). The solvent is C1CCOC1 (THF). Product: C(C)C1=C(OCCCOC=2C(=C(C=CC2)NC(CC(C(=O)O)(C)C)=O)CCC)C=C(C(=C1)C1=CC=C(C=C1)F)O (4-[[3-[3-[2-ethyl-4-(4-fluorophenyl)-5-hydroxy-phenoxy]propoxy]-2-propyl-phenyl]amino]-2,2-dimethyl-4-oxo-butanoic acid). Isolated yield 112.3%. As a reaction SMILES: O.C([O:9][C:10]1[C:11]([C:42]2[CH:47]=[CH:46][C:45]([F:48])=[CH:44][CH:43]=2)=[CH:12][C:13]([CH2:40][CH3:41])=[C:14]([CH:39]=1)[O:15][CH2:16][CH2:17][CH2:18][O:19][C:20]1[C:21]([CH2:36][CH2:37][CH3:38])=[C:22]([NH:26][C:27](=[O:35])[CH2:28][C:29]([CH3:34])([CH3:33])[C:30]([OH:32])=[O:31])[CH:23]=[CH:24][CH:25]=1)C1C=CC=CC=1.[H][H]>[Pd].C1COCC1>[CH2:40]([C:13]1[CH:12]=[C:11]([C:42]2[CH:43]=[CH:44][C:45]([F:48])=[CH:46][CH:47]=2)[C:10]([OH:9])=[CH:39][C:14]=1[O:15][CH2:16][CH2:17][CH2:18][O:19][C:20]1[C:21]([CH2:36][CH2:37][CH3:38])=[C:22]([NH:26][C:27](=[O:35])[CH2:28][C:29]([CH3:34])([CH3:33])[C:30]([OH:32])=[O:31])[CH:23]=[CH:24][CH:25]=1)[CH3:41]. Reported procedure: Hydrogenate a slurry of 10% palladium on charcoal, 50% wet (with water by weight) (13 g) and 4-[[3-[3-[5-benzyloxy-2-ethyl-4-(4-fluorophenyl)phenoxy]propoxy]-2-propyl-phenyl]amino]-2,2-dimethyl-4-oxo-butanoic acid (260 g, 405 mmol)) in THF (1560 mL) starting at a hydrogen pressure of 900 psi. Continue the hydrogenation 20 h while not adding additional hydrogen. Hydrogenate two additional days maintaining hydrogen pressure of 200 psi. Filter the mixture through diatomaceous earth and concentrate ... As a reaction SMILES: [CH2:1]([CH3:2])[O:3][C:4]([CH:5]=[CH:6][c:7]1[cH:8][c:9]([OH:14])[c:10]([Cl:13])[cH:11][cH:12]1)=[O:15].[CH3:17][C:18](=[O:19])[OH:20].[ClH:16]>>[O:3]=[C:4]([CH:5]=[CH:6][c:7]1[cH:8][c:9]([OH:14])[c:10]([Cl:13])[cH:11][cH:12]1)[OH:15]. Starting materials: CCOC(=O)C=Cc1ccc(Cl)c(O)c1, CC(=O)O, Cl. The product is O=C(O)C=Cc1ccc(Cl)c(O)c1.